This data is from the Open Reaction Database (ORD), a public repository of structured organic reaction records. The task is: describe an organic reaction: reactants, conditions, products, and yield The solvent is C(C)(=O)O (acetic acid), O (water). The reactants are CS(=O)(=O)C1=CC=NC=C1 (4-Methylsulfonylpyridine), aqueous solution, N (ammonia), CSC1=CC=NC=C1 (4-methylsulfanyl-pyridine), OO (hydrogen peroxide), S(=O)(O)[O-].[Na+] (sodium hydrogen sulfite). Reagents/catalysts: [O-][W](=O)(=O)[O-].[Na+].[Na+] (sodium tungstate). As a reaction SMILES: CS([C:5]1[CH:10]=[CH:9][N:8]=[CH:7][CH:6]=1)(=O)=O.[CH3:11]SC1C=CN=CC=1.OO.N.[S:22]([O-:25])(O)=[O:23].[Na+]>[O-][W]([O-])(=O)=O.[Na+].[Na+].C(O)(=O)C.O>[CH3:11][C:5]1[CH:6]=[CH:7][NH:8][C:9](=[S:22](=[O:25])=[O:23])[CH:10]=1 |f:4.5,6.7.8|. Procedure: 4-Methylsulfonylpyridine may be prepared by carrying out the procedure as described in Example 20, starting with 14 g of sodium tungstate, 4 cm3 of water, 0.05 cm3 of 100% acetic acid, 3.3 g of 4-methylsulfanyl-pyridine, 6.5 cm3 of 30% hydrogen peroxide and then 0.25 cm3 of 32% aqueous ammonia and 1 cm3 of 37.5% aqueous solution of sodium hydrogen sulfite. The crude oil obtained is crystallized with 10 cm3 of diisopropyl ether, the crystals are filtered, drained and dried under reduced pressure ... The product is CC1=CC(NC=C1)=S(=O)=O (4-methyl-sulfonylpyridine).